Task: describe an organic reaction: reactants, conditions, products, and yield. Dataset: the Open Reaction Database (ORD), a public repository of structured organic reaction records The reactants are NC1=NC=C(C=C1)N (2,5-diamino-pyridine), C([O-])([O-])=O.[Ca+2] (calcium carbonate), O1CCOCC1 (dioxane), C([O-])([O-])=O.[Ca+2] (calcium carbonate), C(C)OC(=O)Cl (chloroformic ethyl ester), O1CCOCC1 (dioxane). Yields the product C(C)OC(=O)NC1=NC=C(C=C1)NC(=O)OCC (2,5-bis(ethoxy-carbonyl-amino)-pyridine). Reaction SMILES: [NH2:1][C:2]1[CH:7]=[CH:6][C:5]([NH2:8])=[CH:4][N:3]=1.[C:9](=[O:12])([O-:11])[O-].[Ca+2].[CH2:14]([O:16][C:17](Cl)=[O:18])[CH3:15].O1CCO[CH2:22][CH2:21]1>>[CH2:21]([O:11][C:9]([NH:1][C:2]1[CH:7]=[CH:6][C:5]([NH:8][C:17]([O:16][CH2:14][CH3:15])=[O:18])=[CH:4][N:3]=1)=[O:12])[CH3:22] |f:1.2|. Procedure: 10 g of 2,5-diamino-pyridine are suspended together with 20 g of calcium carbonate in 100 ml of dioxane while stirring and heated to 70° C., whereupon 20 ml of chloroformic ethyl ester are slowly added dropwise and stirring is continued over night at 70° C. Subsequently while rewashing with dioxane some of the excess calcium carbonate is filtered with suction while still hot and the filtrate is concentrated in vacuo. The residue crystallizes from ethanolic solution. The compound can also be prod... Starting materials: O=C([O-])[O-], CC(=O)Oc1cc(C)c(O)cc1C, CCC(C)=O, ClCC1CO1, [K+], [K+]. RXN SMILES: [C:14](=[O:15])([O-:16])[O-:17].[C:1]([CH3:2])(=[O:3])[O:4][c:5]1[cH:6][c:7]([CH3:13])[c:8]([OH:12])[cH:9][c:10]1[CH3:11].[CH2:25]([C:26]([CH3:27])=[O:28])[CH3:29].[Cl:20][CH2:21][CH:22]1[O:23][CH2:24]1.[K+:18].[K+:19]>>[C:1]([CH3:2])(=[O:3])[O:4][c:5]1[cH:6][c:7]([CH3:13])[c:8]([O:12][CH2:21][CH:22]2[O:23][CH2:24]2)[cH:9][c:10]1[CH3:11]. The product is CC(=O)Oc1cc(C)c(OCC2CO2)cc1C. Starting materials: BrCCc1ccccc1, CN(C)C=O, CN1CCC(c2n[nH]c3ccccc23)CC1, [H-], [Na+], O. Yields the product Br, CN1CCC(c2nn(CCc3ccccc3)c3ccccc23)CC1. As a reaction SMILES: [Br:19][CH2:20][CH2:21][c:22]1[cH:23][cH:24][cH:25][cH:26][cH:27]1.[CH3:29][N:30]([CH3:31])[CH:32]=[O:33].[CH3:3][N:4]1[CH2:5][CH2:6][CH:7]([c:10]2[n:11][nH:12][c:13]3[cH:14][cH:15][cH:16][cH:17][c:18]23)[CH2:8][CH2:9]1.[H-:1].[Na+:2].[OH2:28]>>[BrH:19].[CH3:3][N:4]1[CH2:5][CH2:6][CH:7]([c:10]2[n:11][n:12]([CH2:20][CH2:21][c:22]3[cH:23][cH:24][cH:25][cH:26][cH:27]3)[c:13]3[cH:14][cH:15][cH:16][cH:17][c:18]23)[CH2:8][CH2:9]1. Starting materials: [H-].[Na+] (sodium hydride), ClC1=CC(=C(C=C1OC(C)C)N=C=O)F (4-chloro-2-fluoro-5-isopropoxyphenyl isocyanate), Cl (hydrochloric acid), N\C(=C/C(=O)OCC)\C(F)(F)F (ethyl 3-amino-4,4,4-trifluorocrotonate). Solvent: CN(C=O)C (dimethylformamide), C1(=CC=CC=C1)C (toluene), O (water), C1(=CC=CC=C1)C (toluene). Reaction conditions: temperature 0 celsius, time 15 minute. The product is ClC1=CC(=C(C=C1OC(C)C)NC(N\C(=C/C(=O)OCC)\C(F)(F)F)=O)F (ethyl 3-[3-(4-chloro-2-fluoro-5 -isopropoxyphenyl)ureido]-4,4,4-trifluorocrotonate). Reaction SMILES: [NH2:1]/[C:2](/[C:9]([F:12])([F:11])[F:10])=[CH:3]\[C:4]([O:6][CH2:7][CH3:8])=[O:5].[H-].[Na+].[Cl:15][C:16]1[C:21]([O:22][CH:23]([CH3:25])[CH3:24])=[CH:20][C:19]([N:26]=[C:27]=[O:28])=[C:18]([F:29])[CH:17]=1.Cl>C1(C)C=CC=CC=1.CN(C)C=O.O>[Cl:15][C:16]1[C:21]([O:22][CH:23]([CH3:24])[CH3:25])=[CH:20][C:19]([NH:26][C:27](=[O:28])[NH:1]/[C:2](/[C:9]([F:10])([F:11])[F:12])=[CH:3]\[C:4]([O:6][CH2:7][CH3:8])=[O:5])=[C:18]([F:29])[CH:17]=1 |f:1.2|. Procedure: A solution of 1.0 g of ethyl 3-amino-4,4,4-trifluorocrotonate in 10 ml of absolute toluene is added dropwise while stirring at 0° C. during 15 minutes to a suspension of 0.24 g of a 55% sodium hydride dispersion in 20 ml of absolute dimethylformamide and the mixture is stirred at 0° C. for 15 minutes. The reaction mixture is subsequently cooled to -30° C. and treated with a solution of 1.26 g of 4-chloro-2-fluoro-5-isopropoxyphenyl isocyanate in 10 ml of absolute toluene. The temperature rises r... The reactants are FC(S(=O)(=O)OC=1C=C2C(=CC1)OC1=NC=C(C=C1[C@@]21N=C(OC1)N)C#CC1(COC1)C)(F)F ((S)-2′-amino-3-((3-methyloxetan-3-yl)ethynyl)-5′H-spiro[chromeno[2,3-b]pyridine-5,4′-oxazole]-7-yl trifluoromethanesulfonate), FC1=NC=CC=C1B(O)O (2-fluoropyridin-3-ylboronic acid), C([O-])([O-])=O.[K+].[K+] (potassium carbonate). Reagents/catalysts: C=1C=CC(=CC1)[P](C=2C=CC=CC2)(C=3C=CC=CC3)[Pd]([P](C=4C=CC=CC4)(C=5C=CC=CC5)C=6C=CC=CC6)([P](C=7C=CC=CC7)(C=8C=CC=CC8)C=9C=CC=CC9)[P](C=1C=CC=CC1)(C=1C=CC=CC1)C=1C=CC=CC1 (Pd(PPh3)4). Solvent: CO (MeOH). Product: O1C(=NC2(C1)C1=CC=CC=C1OC1=NC=CC=C12)N (5′H-spiro[chromeno[2,3-b]pyridine-5,4′-oxazol]-2′-amine). Reaction SMILES: FC(F)(F)S(O[C:7]1[CH:8]=[C:9]2[C@@:20]3([CH2:24][O:23][C:22]([NH2:25])=[N:21]3)[C:19]3[C:14](=[N:15][CH:16]=[C:17](C#CC4(C)COC4)[CH:18]=3)[O:13][C:10]2=[CH:11][CH:12]=1)(=O)=O.FC1C(B(O)O)=CC=CN=1.C(=O)([O-])[O-].[K+].[K+]>CO.C1C=CC([P]([Pd]([P](C2C=CC=CC=2)(C2C=CC=CC=2)C2C=CC=CC=2)([P](C2C=CC=CC=2)(C2C=CC=CC=2)C2C=CC=CC=2)[P](C2C=CC=CC=2)(C2C=CC=CC=2)C2C=CC=CC=2)(C2C=CC=CC=2)C2C=CC=CC=2)=CC=1>[O:23]1[CH2:24][C:20]2([C:19]3[C:14](=[N:15][CH:16]=[CH:17][CH:18]=3)[O:13][C:10]3[C:9]2=[CH:8][CH:7]=[CH:12][CH:11]=3)[N:21]=[C:22]1[NH2:25] |f:2.3.4,^1:56,58,77,96|. Procedure details: A vial was charged with (S)-2′-amino-3-((3-methyloxetan-3-yl)ethynyl)-5′H-spiro[chromeno[2,3-b]pyridine-5,4′-oxazole]-7-yl trifluoromethanesulfonate (50.0 mg, 0.101 mmol), 2-fluoropyridin-3-ylboronic acid (21.33 mg, 0.151 mmol), potassium carbonate (69.7 mg, 0.505 mmol), and Pd(PPh3)4 (11.66 mg, 10.09 μmol). The vial was flushed with Ar (g), then dioxane (505 μL) and water (0.25 mL) were added in sequence. The vial was sealed and placed in a 70° C. oil for 1 hour. The mixture was diluted with Et... Reactants: Cl.C1(CCCCC1)N(C(=O)NC=1SC(=CN1)CN1CCNCC1)C1CCCCC1 (1,1-dicyclohexyl-3-(5-piperazin-1-ylmethyl-thiazol-2-yl)-urea hydrochloride), CCN(C(C)C)C(C)C (DIEA), C1(=CC=CC=C1)CS(=O)(=O)Cl (alpha-toluenesulfonyl chloride). Product: C1(CCCCC1)N(C(=O)NC=1SC(=CN1)CN1CCN(CC1)S(=O)(=O)CC1=CC=CC=C1)C1CCCCC1 (1,1-Dicyclohexyl-3-[5-(4-phenylmethanesulfonyl-piperazin-1-ylmethyl)-thiazol-2-yl]-urea). Isolated yield 28.6%. As a reaction SMILES: Cl.[CH:2]1([N:8]([CH:24]2[CH2:29][CH2:28][CH2:27][CH2:26][CH2:25]2)[C:9]([NH:11][C:12]2[S:13][C:14]([CH2:17][N:18]3[CH2:23][CH2:22][NH:21][CH2:20][CH2:19]3)=[CH:15][N:16]=2)=[O:10])[CH2:7][CH2:6][CH2:5][CH2:4][CH2:3]1.CCN(C(C)C)C(C)C.[C:39]1([CH2:45][S:46](Cl)(=[O:48])=[O:47])[CH:44]=[CH:43][CH:42]=[CH:41][CH:40]=1>>[CH:24]1([N:8]([CH:2]2[CH2:7][CH2:6][CH2:5][CH2:4][CH2:3]2)[C:9]([NH:11][C:12]2[S:13][C:14]([CH2:17][N:18]3[CH2:23][CH2:22][N:21]([S:46]([CH2:45][C:39]4[CH:44]=[CH:43][CH:42]=[CH:41][CH:40]=4)(=[O:48])=[O:47])[CH2:20][CH2:19]3)=[CH:15][N:16]=2)=[O:10])[CH2:29][CH2:28][CH2:27][CH2:26][CH2:25]1 |f:0.1|. Procedure: Prepared as described in general procedure (Q) using 1,1-dicyclohexyl-3-(5-piperazin-1-ylmethyl-thiazol-2-yl)-urea hydrochloride (26 mg, 0.05 mmol), DIEA (26 μL, 0.15 mmol) and alpha-toluenesulfonyl chloride (20 mg, 0.10 mmol) to afford 8 mg (29%) of the desired product after purification. Reactants: O=C1c2ccccc2C(=O)N1CCCCBr, CN(C)C=O, [H-], Nc1ncnc2[nH]cnc12, [Na+]. The product is Nc1ncnc2c1ncn2C=CCCN1C(=O)c2ccccc2C1=O. Reaction SMILES: [Br:13][CH2:14][CH2:15][CH2:16][CH2:17][N:18]1[C:19](=[O:28])[c:20]2[c:21]([cH:24][cH:25][cH:26][cH:27]2)[C:22]1=[O:23].[CH3:29][N:30]([CH3:31])[CH:32]=[O:33].[H-:1].[NH2:3][c:4]1[n:5][cH:6][n:7][c:8]2[nH:9][cH:10][n:11][c:12]12.[Na+:2]>>[NH2:3][c:4]1[n:5][cH:6][n:7][c:8]2[n:9]([CH:14]=[CH:15][CH2:16][CH2:17][N:18]3[C:19](=[O:28])[c:20]4[c:21]([cH:24][cH:25][cH:26][cH:27]4)[C:22]3=[O:23])[cH:10][n:11][c:12]12. The reactants are resultant mixture, C(=O)C=1C=C(OC(C(=O)OCC)(C)C)C=CC1 (Ethyl 2-(3-formylphenoxy)-2-methylpropionate), ClC1=CC=C(CN)C=C1 (4-chlorobenzylamine), C(C)(=O)O (acetic acid), C(C)(=O)O[BH-](OC(C)=O)OC(C)=O.[Na+] (sodium (triacetoxy)borohydride). Run in ClCCCl (1,2-dichloroethane), C(Cl)(Cl)Cl (chloroform). Reaction conditions: time 5 hour. Product: ClC1=CC=C(CNCC=2C=C(OC(C(=O)OCC)(C)C)C=CC2)C=C1 (Ethyl 2-[3-[N-(4-Chlorobenzyl)aminomethyl]phenoxy]-2-methylpropionate). Reaction SMILES: [CH:1]([C:3]1[CH:4]=[C:5]([CH:15]=[CH:16][CH:17]=1)[O:6][C:7]([CH3:14])([CH3:13])[C:8]([O:10][CH2:11][CH3:12])=[O:9])=O.[Cl:18][C:19]1[CH:26]=[CH:25][C:22]([CH2:23][NH2:24])=[CH:21][CH:20]=1.C(O)(=O)C.C(O[BH-](OC(=O)C)OC(=O)C)(=O)C.[Na+]>ClCCCl.C(Cl)(Cl)Cl>[Cl:18][C:19]1[CH:26]=[CH:25][C:22]([CH2:23][NH:24][CH2:1][C:3]2[CH:4]=[C:5]([CH:15]=[CH:16][CH:17]=2)[O:6][C:7]([CH3:14])([CH3:13])[C:8]([O:10][CH2:11][CH3:12])=[O:9])=[CH:21][CH:20]=1 |f:3.4|. Procedure: Ethyl 2-(3-formylphenoxy)-2-methylpropionate (25 g, 105.8 mmol) was dissolved in 1,2-dichloroethane (300 mL). Subsequently, 4-chlorobenzylamine (15.44 mL, 127.0 mmol) and acetic acid (7.26 mL, 127.0 mmol) were added thereto, and the resultant mixture was stirred for 20 minutes at 0° C. Subsequently, sodium (triacetoxy)borohydride [NaBH(OAc)3 (26.91 g, 127.0 mmol)] was added thereto, and the mixture was stirred for five hours at room temperature. After completion of reaction, chloroform was added... Reactants: 2-substituted-oxazole-4-carboxylate esters, [Cl-] (chloride), COC([C@@H](N)CO)=O (serine methyl ester), C(C)(C)(C)OCC(=O)O (t-butoxyacetic acid). Product: ClCC=1OC=C(N1)C(=O)OC (methyl 2-(chloromethyl)oxazole-4-carboxylate). As a reaction SMILES: [CH3:1][O:2][C:3](=[O:8])[C@H:4]([CH2:6][OH:7])[NH2:5].C(O[CH2:14][C:15](O)=O)(C)(C)C.[Cl-:18]>>[Cl:18][CH2:14][C:15]1[O:7][CH:6]=[C:4]([C:3]([O:2][CH3:1])=[O:8])[N:5]=1. Procedure details: Oxazoles and Oxazolines Yokokawa (Synthetic Lett., 1992, 2, 153) has recently described the preparation and cyclization of N-acylserine ester derivatives to give 2-substituted-4,5-dihydrooxazole-4-carboxylate esters which, after oxidation, give the corresponding 2-substituted-oxazole-4-carboxylate esters. By inference, N-acylation of serine methyl ester with t-butoxyacetic acid, followed by cyclization, oxidation, deprotection and conversion to the chloride by standard methods should give methyl...